Dataset: the Open Reaction Database (ORD), a public repository of structured organic reaction records. Task: describe an organic reaction: reactants, conditions, products, and yield The reactants are OCCCCCO, CCOCC, [K+], [OH-], O, BrCc1ccccc1. Product: OCCCCCOCc1ccccc1. As a reaction SMILES: [CH2:1]([CH2:2][CH2:3][CH2:4][CH2:5][OH:6])[OH:7].[CH3:18][CH2:19][O:20][CH2:21][CH3:22].[K+:17].[OH-:16].[OH2:23].[c:8]1([CH2:14][Br:15])[cH:9][cH:10][cH:11][cH:12][cH:13]1>>[CH2:1]([CH2:2][CH2:3][CH2:4][CH2:5][O:6][CH2:14][c:8]1[cH:9][cH:10][cH:11][cH:12][cH:13]1)[OH:7]. The reactants are C(C1=CC=CC=C1)O (benzyl alcohol), C(CCC)[Li] (n-butyl lithium). Run at temperature 25 celsius. The product is C(C1=CC=CC=C1)O[Li] (benzyloxy lithium). As a reaction SMILES: [CH2:1]([OH:8])[C:2]1[CH:7]=[CH:6][CH:5]=[CH:4][CH:3]=1.C([Li:13])CCC>>[CH2:1]([O:8][Li:13])[C:2]1[CH:7]=[CH:6][CH:5]=[CH:4][CH:3]=1. Reported procedure: Into a solution of benzyl alcohol (1.51 ml) in tetrahydrofran (57 ml) was added n-butyl lithium (1.6 M in hexane) (7.25 ml) at -60° C., and the mixture was warmed to 25° C. Into the solution of benzyloxy lithium thus obtained was added the product of Example 4-(1) (6.0 g) at -78° C., and the mixture was stirred at 3° C. for 17 hr. The mixture was diluted with water and ethyl acetate. The organic layer was washed, dried and evaporated. The residue was purified by silica-gel column chromatography ... Solvent: C(C)O (ethanol), C(C)O (ethanol). Product: FC1=C(C=C(C=C1)OC)C(C#N)=CC1=CC=CC=C1 (2-(2-Fluoro-5-methoxy-phenyl)-3-phenyl-acrylonitrile). Reactants: COC=1C=CC(=C(CC#N)C1)F (5-methoxy-2-fluorobenzylcyanide), [O-]CC.[Na+] (sodium ethoxide), C(C1=CC=CC=C1)=O (benzaldehyde). As a reaction SMILES: [CH3:1][O:2][C:3]1[CH:4]=[CH:5][C:6]([F:12])=[C:7]([CH:11]=1)[CH2:8][C:9]#[N:10].[O-]CC.[Na+].[CH:17](=O)[C:18]1[CH:23]=[CH:22][CH:21]=[CH:20][CH:19]=1>C(O)C>[F:12][C:6]1[CH:5]=[CH:4][C:3]([O:2][CH3:1])=[CH:11][C:7]=1[C:8](=[CH:17][C:18]1[CH:23]=[CH:22][CH:21]=[CH:20][CH:19]=1)[C:9]#[N:10] |f:1.2|. Procedure: To a solution of 5-methoxy-2-fluorobenzylcyanide (8 g, 48.4 mmol) in 200 ml ethanol was added sodium ethoxide 21% in ethanol (19.89 ml, 53.3 mmol) and benzaldehyde (4.92 ml, 48.4 mmol). The reaction mixture was stirred at room temperature over night and concentrated to ½ volume, filtered and washed with small amount of ether, and dried under high vacuum to obtain yellow crystals. Reactants: C([O-])([O-])=O.[K+].[K+] (potassium carbonate), CS(=O)(=O)OC1CCC2(OCCO2)CC1 (8-methanesulphonyloxy-1,4-dioxa-spiro[4.5]decan), C([O-])([O-])=O.[K+].[K+] (potassium carbonate), CS(=O)(=O)OC1CCC2(OCCO2)CC1 (8-methanesulphonyloxy-1,4-dioxa-spiro[4.5]decan), ClC=1C(=C(C=CC1)NC1=NC=NC2=CC(=C(C=C12)O)OC)F (4-[(3-chloro-2-fluoro-phenyl)amino]-6-hydroxy-7-methoxy-quinazoline). Solvent: O (water), C(C)(=O)OCC (ethyl acetate), CN(C=O)C (dimethylformamide). Conditions: temperature 80 celsius, time 18 hour. Product: ClC=1C(=C(C=CC1)NC1=NC=NC2=CC(=C(C=C12)OC1CCC2(OCCO2)CC1)OC)F (4-[(3-chloro-2-fluoro-phenyl)amino]-6-(1,4-dioxa-spiro[4.5]decan-8-yl-oxy)-7-methoxy-quinazoline). RXN SMILES: C(=O)([O-])[O-].[K+].[K+].CS([O:11][CH:12]1[CH2:21][CH2:20][C:15]2([O:19][CH2:18][CH2:17][O:16]2)[CH2:14][CH2:13]1)(=O)=O.[Cl:22][C:23]1[C:24]([F:43])=[C:25]([NH:29][C:30]2[C:39]3[C:34](=[CH:35][C:36]([O:41][CH3:42])=[C:37](O)[CH:38]=3)[N:33]=[CH:32][N:31]=2)[CH:26]=[CH:27][CH:28]=1>CN(C)C=O.O.C(OCC)(=O)C>[Cl:22][C:23]1[C:24]([F:43])=[C:25]([NH:29][C:30]2[C:39]3[C:34](=[CH:35][C:36]([O:41][CH3:42])=[C:37]([O:11][CH:12]4[CH2:21][CH2:20][C:15]5([O:19][CH2:18][CH2:17][O:16]5)[CH2:14][CH2:13]4)[CH:38]=3)[N:33]=[CH:32][N:31]=2)[CH:26]=[CH:27][CH:28]=1 |f:0.1.2|. Reported procedure: 12.5 g potassium carbonate and 16 g 8-methanesulphonyloxy-1,4-dioxa-spiro[4.5]decan (cf. for example Journal of Medicinal Chemistry (1992), 35(12), 2243-7) in 125 ml dimethylformamide are added at 50° C. to 18.1 g 4-[(3-chloro-2-fluoro-phenyl)amino]-6-hydroxy-7-methoxy-quinazoline (cf. for example Bioorganic & Medicinal Chemistry Letters (2006), 16(18), 4908-4912) and the mixture is stirred for 18 hours at 80° C. Another 4.7 g potassium carbonate and 4.0 g 8-methanesulphonyloxy-1,4-dioxa-spiro[4...